Dataset: the Open Reaction Database (ORD), a public repository of structured organic reaction records. Task: describe an organic reaction: reactants, conditions, products, and yield Reactants: C(C)(C)(C)C=1C=C(C=CC1)NC(=O)C1CC2=CC(=CC=C2CC1)OC1=CC(=NC=C1)C#N (N-(3-tert-butylphenyl)-7-[(2-cyanopyridin-4-yl)oxy]-1,2,3,4-tetrahydronaphthalene-2-carboxamide), C(O)CN (ethanolamine), CCN(C(C)C)C(C)C (DIPEA). Solvent: CCO (EtOH). Run at temperature 100 celsius, time 12 hour. Product: C(C)(C)(C)C=1C=C(C=CC1)NC(=O)C1CC2=CC(=CC=C2CC1)OC1=CC(=NC=C1)C=1OCCN1 (N-(3-tert-butylphenyl)-7-{[2-(4,5-dihydro-1,3-oxazol-2-yl)pyridin-4-yl]oxy}-1,2,3,4-tetrahydronaphthalene-2-carboxamide). RXN SMILES: [C:1]([C:5]1[CH:6]=[C:7]([NH:11][C:12]([CH:14]2[CH2:23][CH2:22][C:21]3[C:16](=[CH:17][C:18]([O:24][C:25]4[CH:30]=[CH:29][N:28]=[C:27]([C:31]#[N:32])[CH:26]=4)=[CH:19][CH:20]=3)[CH2:15]2)=[O:13])[CH:8]=[CH:9][CH:10]=1)([CH3:4])([CH3:3])[CH3:2].[CH2:33]([CH2:35]N)[OH:34].CCN(C(C)C)C(C)C>CCO>[C:1]([C:5]1[CH:6]=[C:7]([NH:11][C:12]([CH:14]2[CH2:23][CH2:22][C:21]3[C:16](=[CH:17][C:18]([O:24][C:25]4[CH:30]=[CH:29][N:28]=[C:27]([C:31]5[O:34][CH2:33][CH2:35][N:32]=5)[CH:26]=4)=[CH:19][CH:20]=3)[CH2:15]2)=[O:13])[CH:8]=[CH:9][CH:10]=1)([CH3:4])([CH3:2])[CH3:3]. Procedure: To a solution of N-(3-tert-butylphenyl)-7-[(2-cyanopyridin-4-yl)oxy]-1,2,3,4-tetrahydronaphthalene-2-carboxamide (1.184 g, 2.78 mmol) in EtOH (30 mL) was added ethanolamine (1.00 mL, 16.6 mmol) and DIPEA (1.00 mL, 5.74 mmol). The reaction mixture was allowed to stir at 100° C. for 12 h. The mixture was concentrated and the residue was diluted with water and EtOAc. The solution was extracted with EtOAc and the organic solutions were combined, washed with brine, dried over MgSO4, filtered and conc...